Dataset: the Open Reaction Database (ORD), a public repository of structured organic reaction records. Task: describe an organic reaction: reactants, conditions, products, and yield Starting materials: C(#N)C(C1=CC(N(C(N1C)=O)C)=O)C#N (6-dicyanomethyl-1,3-dimethyluracil), P(=O)(Cl)(Cl)Cl (phosphorus oxychloride). The solvent is O (water). Yields the product ClC1=CC(N(C(N1C)=O)C)=C(C#N)C#N (6-chloro-1,3-dimethyl-2-oxo-4-dicyanomethylenepyrimidine). As a reaction SMILES: [C:1]([CH:3]([C:14]#[N:15])[C:4]1[N:9]([CH3:10])[C:8](=[O:11])[N:7]([CH3:12])[C:6](=O)[CH:5]=1)#[N:2].P(Cl)(Cl)([Cl:18])=O>O>[Cl:18][C:6]1[N:7]([CH3:12])[C:8](=[O:11])[N:9]([CH3:10])[C:4](=[C:3]([C:14]#[N:15])[C:1]#[N:2])[CH:5]=1. Reported procedure: To 6.1 g (0.03 mol) of the resulting 6-dicyanomethyl-1,3-dimethyluracil was added 1.5 ml of water, and 40 ml of phosphorus oxychloride was added dropwise thereto. After heating the mixture at reflux for 1.5 hours, the phosphorus oxychloride was removed by distillation under normal pressure, and the residue was poured onto ice. The precipitated crystals were collected by filtration. The filtrate was extracted three times with chloroform and dried over anhydrous sodium sulfate. The chloroform was ... Starting materials: CCO, COc1cccc(C(O)C2CCCCC2=O)c1. Product: COc1cccc(CC2CCCCC2=O)c1. RXN SMILES: [CH3:18][CH2:19][OH:20].[OH:1][CH:2]([c:3]1[cH:4][c:5]([O:9][CH3:10])[cH:6][cH:7][cH:8]1)[CH:11]1[C:12](=[O:17])[CH2:13][CH2:14][CH2:15][CH2:16]1>>[CH2:2]([c:3]1[cH:4][c:5]([O:9][CH3:10])[cH:6][cH:7][cH:8]1)[CH:11]1[C:12](=[O:17])[CH2:13][CH2:14][CH2:15][CH2:16]1. Reactants: C(C)(C)(C)NC(\C=C(\C)/OC(C1=C(C=C(C(=C1)S(=O)(=O)C)Cl)NCC1=CC=CO1)=O)=O (N-tert-butyl-3-(2-furfurylamino-4-chloro-5-methylsulfonylbenzoyloxy)crotonamide), NCCN1CCOCC1 (N-(2-aminoethyl)morpholine). Solvent: C(C)#N (acetonitrile). Reaction conditions: time 24 hour. Product: O1CCN(CC1)CCNC(C1=C(C=C(C(=C1)S(=O)(=O)C)Cl)NCC1=CC=CO1)=O (N-(2-morpholinoethyl)-2-furfurylamino-4-chloro-5-methylsulfonylbenzamide). RXN SMILES: C(NC(=O)/C=C(\O[C:11](=[O:30])[C:12]1[CH:17]=[C:16]([S:18]([CH3:21])(=[O:20])=[O:19])[C:15]([Cl:22])=[CH:14][C:13]=1[NH:23][CH2:24][C:25]1[O:29][CH:28]=[CH:27][CH:26]=1)/C)(C)(C)C.[NH2:32][CH2:33][CH2:34][N:35]1[CH2:40][CH2:39][O:38][CH2:37][CH2:36]1>C(#N)C>[O:38]1[CH2:39][CH2:40][N:35]([CH2:34][CH2:33][NH:32][C:11](=[O:30])[C:12]2[CH:17]=[C:16]([S:18]([CH3:21])(=[O:19])=[O:20])[C:15]([Cl:22])=[CH:14][C:13]=2[NH:23][CH2:24][C:25]2[O:29][CH:28]=[CH:27][CH:26]=2)[CH2:36][CH2:37]1. Procedure: N-tert-butyl-3-(2-furfurylamino-4-chloro-5-methylsulfonylbenzoyloxy)crotonamide (4.00 g.; 0.0085 mole) and N-(2-aminoethyl)morpholine (2.21 g.; 0.017 mole) are added to acetonitrile (100 ml.). The resulting solution is stirred at room temperature for 24 hours. The acetonitrile is removed under reduced pressure, and the residue is triturated with butyl chloride to give N-(2-morpholinoethyl)-2-furfurylamino-4-chloro-5-methylsulfonylbenzamide which after drying yields 2.7 g. (72%), m.p. 127°-130° C... Yields the product [Li+], O=C([O-])C(CO)c1cc(C(F)(F)F)cc(C(F)(F)F)c1. As a reaction SMILES: [CH3:30][OH:31].[Li+:1].[O:24]1[CH2:25][CH2:26][CH2:27][CH2:28]1.[OH-:2].[OH2:29].[OH:3][CH2:4][CH:5]([C:6](=[O:7])[O:8][CH3:9])[c:10]1[cH:11][c:12]([C:20]([F:21])([F:22])[F:23])[cH:13][c:14]([C:16]([F:17])([F:18])[F:19])[cH:15]1>>[Li+:1].[OH:3][CH2:4][CH:5]([C:6](=[O:7])[O-:8])[c:10]1[cH:11][c:12]([C:20]([F:21])([F:22])[F:23])[cH:13][c:14]([C:16]([F:17])([F:18])[F:19])[cH:15]1. Reactants: CO, [Li+], C1CCOC1, [OH-], O, COC(=O)C(CO)c1cc(C(F)(F)F)cc(C(F)(F)F)c1. Starting materials: C(C)OC(=O)[C@@H]1N(CCC1)C(C(C)(C1=CC(=CC=C1)OCC=1N=C(OC1C)C1=CC=CC=C1)C)=O ((R)-{2-methyl-2-[3-(5-methyl-2-phenyl-oxazol-4-ylmethoxy)-phenyl]-propionyl}-pyrrolidine-2-carboxylic acid ethyl ester), [OH-].[Na+] (sodium hydroxide). The solvent is CO (methanol), O (water). Reaction conditions: time 16 hour. Yields the product CC(C(=O)N1[C@H](CCC1)C(=O)O)(C)C1=CC(=CC=C1)OCC=1N=C(OC1C)C1=CC=CC=C1 ((R)-1-{2-methyl-2-[3-(5-methyl-2-phenyl-oxazol-4-ylmethoxy)-phenyl]-propionyl}-pyrrolidine-2-carboxylic acid). As a reaction SMILES: C([O:3][C:4]([C@H:6]1[CH2:10][CH2:9][CH2:8][N:7]1[C:11](=[O:35])[C:12]([CH3:34])([C:14]1[CH:19]=[CH:18][CH:17]=[C:16]([O:20][CH2:21][C:22]2[N:23]=[C:24]([C:28]3[CH:33]=[CH:32][CH:31]=[CH:30][CH:29]=3)[O:25][C:26]=2[CH3:27])[CH:15]=1)[CH3:13])=[O:5])C.[OH-].[Na+]>CO.O>[CH3:34][C:12]([C:14]1[CH:19]=[CH:18][CH:17]=[C:16]([O:20][CH2:21][C:22]2[N:23]=[C:24]([C:28]3[CH:33]=[CH:32][CH:31]=[CH:30][CH:29]=3)[O:25][C:26]=2[CH3:27])[CH:15]=1)([CH3:13])[C:11]([N:7]1[CH2:8][CH2:9][CH2:10][C@@H:6]1[C:4]([OH:5])=[O:3])=[O:35] |f:1.2|. Procedure details: To a stirred solution of title D compound, (R)-{2-methyl-2-[3-(5-methyl-2-phenyl-oxazol-4-ylmethoxy)-phenyl]-propionyl}-pyrrolidine-2-carboxylic acid ethyl ester (0.47 g, 0.99 mmol) in methanol (25 mL) is added sodium hydroxide (0.16 g, 3.95 mmol) in water (5 mL) at RT. The reaction mixture is stirred for 16 h. The reaction mixture is concentrated at reduced pressure, poured into water, the aqueous layer is separated, washed with ethyl acetate twice, acidified with concentrated HCl and extracted...